Dataset: the Open Reaction Database (ORD), a public repository of structured organic reaction records. Task: describe an organic reaction: reactants, conditions, products, and yield The reactants are BrCCN1C=CC2=C1N=C(N=C2Cl)N (7-(2-bromoethyl)-4-chloro-7H-pyrrolo[2,3-d]pyrimidin-2-amine), CNCCN(C)C1=C(C=C(C=C1)F)F (N-(2,4-difluorophenyl)-N,N′-dimethylethylene-1,2-diamine), C([O-])([O-])=O.[K+].[K+] (potassium carbonate). Run in CC(=O)C (acetone). Run at temperature 50 celsius, time 24 hour. The product is NC=1N=C(C2=C(N1)N(C=C2)CCN(CCN(C)C2=C(C=C(C=C2)F)F)C)Cl (N1-(2-(2-amino-4-chloro-7H-pyrrolo[2,3-d]pyrimidin-7-yl)ethyl)-N2-(2,4-difluorophenyl)-N1,N2-dimethylethane-1,2-diamine). As a reaction SMILES: Br[CH2:2][CH2:3][N:4]1[C:8]2[N:9]=[C:10]([NH2:14])[N:11]=[C:12]([Cl:13])[C:7]=2[CH:6]=[CH:5]1.[CH3:15][NH:16][CH2:17][CH2:18][N:19]([C:21]1[CH:26]=[CH:25][C:24]([F:27])=[CH:23][C:22]=1[F:28])[CH3:20].C(=O)([O-])[O-].[K+].[K+]>CC(C)=O>[NH2:14][C:10]1[N:11]=[C:12]([Cl:13])[C:7]2[CH:6]=[CH:5][N:4]([CH2:3][CH2:2][N:16]([CH3:15])[CH2:17][CH2:18][N:19]([C:21]3[CH:26]=[CH:25][C:24]([F:27])=[CH:23][C:22]=3[F:28])[CH3:20])[C:8]=2[N:9]=1 |f:2.3.4|. Procedure: To a solution of the title A compound, 7-(2-bromoethyl)-4-chloro-7H-pyrrolo[2,3-d]pyrimidin-2-amine (206.4 mg, 0.75 mmol) and N-(2,4-difluorophenyl)-N,N′-dimethylethylene-1,2-diamine (150 mg, 0.75 mmol) in 5.0 mL of anhydrous acetone is added potassium carbonate (311 mg, 2.25 mmol) at RT under positive N2 pressure. The mixture is stirred at 50° C. for 24 h. The solvent is removed in vacuo after the reaction mixture is cooled down to RT. The residue is absorbed directly onto silica gel and chroma...